Task: describe an organic reaction: reactants, conditions, products, and yield. Dataset: the Open Reaction Database (ORD), a public repository of structured organic reaction records As a reaction SMILES: [Cl:1][CH2:2][CH2:3][CH2:4]O.[CH2:6]([NH:10][CH2:11][CH2:12][CH2:13][CH3:14])[CH2:7][CH2:8][CH3:9].CS(C)=O>O>[CH2:6]([N:10]([CH2:4][CH2:3][CH2:2][Cl:1])[CH2:11][CH2:12][CH2:13][CH3:14])[CH2:7][CH2:8][CH3:9]. Reported procedure: A mixture of 9.5 g of 3-chloropropanol, 37 ml of dibutylamine and 50 ml of dimethylsulfoxide was stirred at 70°-80° C. for 8 hours. After cooling, water was added to the mixture and the mixture was extracted with ethyl acetate. The extract was washed and dried, and the solvent was removed from the mixture under reduced pressure. The residue was dissolved in 50 ml of chloroform, and under ice-cooling, 8 ml of thionyl chloride was added dropwise to the solution. After stirring at 50° C. for 3 hour... The reactants are ClCCCO (3-chloropropanol), C(CCC)NCCCC (dibutylamine), CS(=O)C (dimethylsulfoxide). The solvent is O (water). Conditions: time 8 hour. Product: C(CCC)N(CCCC)CCCCl (N,N-dibutyl-3-chloropropylamine). Isolated yield 58.0%.